Dataset: the Open Reaction Database (ORD), a public repository of structured organic reaction records. Task: describe an organic reaction: reactants, conditions, products, and yield The reactants are C(=O)(OC(C)(C)C)OC(=O)[O-] (tert.butyl dicarbonate), C(CN)N (ethylenediamine). Run in O1CCOCC1 (dioxane), O1CCOCC1 (dioxane). Reaction conditions: time 24 hour. The product is C(C)(C)(C)OC(=O)NCCN (Mono tert.butyloxycarbonylethylenediamine). Reaction SMILES: [C:1](OC([O-])=O)([O:3][C:4]([CH3:7])([CH3:6])[CH3:5])=[O:2].[CH2:12]([NH2:15])[CH2:13][NH2:14]>O1CCOCC1>[C:4]([O:3][C:1]([NH:14][CH2:13][CH2:12][NH2:15])=[O:2])([CH3:7])([CH3:6])[CH3:5]. Procedure: This compound was prepared as described previously (Krapcho et al., 1990, Synthetic Commun. 20: 2559-2564). Briefly, a solution of tert.butyl dicarbonate (5.0 g, 0.023 mol) in dioxane (50 ml) was slowly added to ethylenediamine (11.0 ml, 0.165 mol) in dioxane (60 ml). After 24 hrs of stirring the solvent was evaporated and the residue was dissolved in water (80 ml), insoluble byproduct was filtered off and the filtrate was extracted with dichloromethane (3×100 ml). After evaporation of the solve... Reactants: O=C([O-])O, CCCCc1nc(CC)n(CC(O)C(C)(C)C)c(=O)c1Cc1ccc(-c2ccccc2-c2noc(=O)[nH]2)cc1, ClCCl, [Na+]. Yields the product CCCCc1nc(CC)n(CC(=O)C(C)(C)C)c(=O)c1Cc1ccc(-c2ccccc2-c2noc(=O)[nH]2)cc1. As a reaction SMILES: [C:40](=[O:41])([O-:42])[OH:43].[CH2:1]([CH2:2][CH2:3][CH3:4])[c:5]1[c:6]([CH2:21][c:22]2[cH:23][cH:24][c:25](-[c:28]3[c:29](-[c:34]4[n:35][o:36][c:37](=[O:39])[nH:38]4)[cH:30][cH:31][cH:32][cH:33]3)[cH:26][cH:27]2)[c:7](=[O:20])[n:8]([CH2:13][CH:14]([C:15]([CH3:16])([CH3:17])[CH3:18])[OH:19])[c:9]([CH2:11][CH3:12])[n:10]1.[Cl:45][CH2:46][Cl:47].[Na+:44]>>[CH2:1]([CH2:2][CH2:3][CH3:4])[c:5]1[c:6]([CH2:21][c:22]2[cH:23][cH:24][c:25](-[c:28]3[c:29](-[c:34]4[n:35][o:36][c:37](=[O:39])[nH:38]4)[cH:30][cH:31][cH:32][cH:33]3)[cH:26][cH:27]2)[c:7](=[O:20])[n:8]([CH2:13][C:14]([C:15]([CH3:16])([CH3:17])[CH3:18])=[O:19])[c:9]([CH2:11][CH3:12])[n:10]1.